From a dataset of the Open Reaction Database (ORD), a public repository of structured organic reaction records. describe an organic reaction: reactants, conditions, products, and yield Starting materials: COc1cc2ncnc(Oc3ccc(O)c([N+](=O)[O-])c3)c2cc1OC, CCO, Cl, O. The product is COc1cc2ncnc(Oc3ccc(O)c(N)c3)c2cc1OC. Reaction SMILES: [CH3:1][O:2][c:3]1[cH:4][c:5]2[c:6]([O:15][c:16]3[cH:17][c:18]([N+:23]([O-:24])=[O:25])[c:19]([OH:22])[cH:20][cH:21]3)[n:7][cH:8][n:9][c:10]2[cH:11][c:12]1[O:13][CH3:14].[CH3:28][CH2:29][OH:30].[ClH:26].[OH2:27]>>[CH3:1][O:2][c:3]1[cH:4][c:5]2[c:6]([O:15][c:16]3[cH:17][c:18]([NH2:23])[c:19]([OH:22])[cH:20][cH:21]3)[n:7][cH:8][n:9][c:10]2[cH:11][c:12]1[O:13][CH3:14]. Starting materials: CC(C(C)C=1C=C(C=C(O)C1)O)CCCCC (5-(3-methyl-2-octyl)resorcinol), compound, formula XXXII, O=C1C(CSCC1)C(=O)OCC (ethyl 4-oxo-2,3,5,6-tetrahydro-4H-thiopyran-3-carboxylate), Cl (hydrogen chloride). Solvent: C(C)O (ethanol). Conditions: time 120 hour. The product is OC1=CC(=CC2=C1C1=C(C(O2)=O)CSCC1)C(C)C(CCCCC)C (1,2-Dihydro-10-hydroxy-8-(3-methyl-2-octyl)-5-oxo-4H,5H-thiopyrano[3,4-c][1]benzopyran). Reaction SMILES: [CH3:1][CH:2]([CH2:13][CH2:14][CH2:15][CH2:16][CH3:17])[CH:3]([C:5]1[CH:6]=[C:7]([OH:12])[CH:8]=[C:9]([CH:11]=1)[OH:10])[CH3:4].O=[C:19]1[CH2:24][CH2:23][S:22][CH2:21][CH:20]1[C:25](OCC)=[O:26].Cl>C(O)C>[OH:10][C:9]1[C:8]2[C:19]3[CH2:24][CH2:23][S:22][CH2:21][C:20]=3[C:25](=[O:26])[O:12][C:7]=2[CH:6]=[C:5]([CH:3]([CH:2]([CH3:1])[CH2:13][CH2:14][CH2:15][CH2:16][CH3:17])[CH3:4])[CH:11]=1. Reported procedure: A solution of 6.4 g (0.027 mole) of 5-(3-methyl-2-octyl)resorcinol of Example 1 and 5.0 g. (0.0266 mole) of ethyl 4-oxo-2,3,5,6-tetrahydro-4H-thiopyran-3-carboxylate (Bennett and Scorah, J. Chem. Soc., 194 (1922)) in 35 ml. of absolute ethanol was cooled in an ice bath while it was saturated with hydrogen chloride. The resulting deep red solution was tightly stoppered and allowed to stand at room temperature for 120 hours. After one day yellow crystalline material had collected on the bottom of ... Reactants: COC(=O)C(Cc1ccccc1)Oc1ccc2cc(-c3csc(-c4ccccc4)n3)ccc2c1Br, C1CCOC1, CO, [Na+], [OH-], O. The product is O=C(O)C(Cc1ccccc1)Oc1ccc2cc(-c3csc(-c4ccccc4)n3)ccc2c1Br. RXN SMILES: [Br:1][c:2]1[c:3]([O:23][CH:24]([C:25](=[O:26])[O:27][CH3:28])[CH2:29][c:30]2[cH:31][cH:32][cH:33][cH:34][cH:35]2)[cH:4][cH:5][c:6]2[cH:7][c:8](-[c:12]3[n:13][c:14](-[c:17]4[cH:18][cH:19][cH:20][cH:21][cH:22]4)[s:15][cH:16]3)[cH:9][cH:10][c:11]12.[CH2:38]1[O:39][CH2:40][CH2:41][CH2:42]1.[CH3:43][OH:44].[Na+:37].[OH-:36].[OH2:45]>>[Br:1][c:2]1[c:3]([O:23][CH:24]([C:25](=[O:26])[OH:27])[CH2:29][c:30]2[cH:31][cH:32][cH:33][cH:34][cH:35]2)[cH:4][cH:5][c:6]2[cH:7][c:8](-[c:12]3[n:13][c:14](-[c:17]4[cH:18][cH:19][cH:20][cH:21][cH:22]4)[s:15][cH:16]3)[cH:9][cH:10][c:11]12. Reactants: C(C)(C)(C)OC(=O)N[C@@H](C)C=O (N-(tert -butyloxycarbonyl)-L-alaninal), C(C1=CC=CC=C1)=C1C(C=CC=C1)[PH+](C1=CC=CC=C1)C1=CC=CC=C1 (benzylidenetriphenylphosphonium), C(C)(C)(C)OC(=O)N[C@@H](C)C(=O)O (N-(tert-butyloxycarbonyl)-L-alanine), [N+](=[N-])=C (diazomethane), [H-].C(C(C)C)[Al+]CC(C)C (diisobutylaluminum hydride), Cl (hydrogen chloride), C(C)(C)(C)OC(=O)N[C@H](CCC1=CC=CC=C1)C ((S)-N-(tert-butyloxycarbonyl)-1-methyl-3-phenylpropanamine), [S-(E)]-N-(tert-butyloxycarbonyl)-1-methyl-3-phenyl-2-propenamine, COC([C@@H](NC(=O)OC(C)(C)C)C)=O (N-(tert-butyloxycarbonyl)-L-alanine methyl ester). The reagents and catalysts are [Pd] (palladium). Run in CO (methanol), CO (methanol), O1CCOCC1 (dioxane). Product: Cl.C[C@@H](CCC1=CC=CC=C1)N ((S)-1-Methyl-3-phenylpropanamine hydrochloride). As a reaction SMILES: C(OC(N[C@H](C(O)=O)C)=O)(C)(C)C.[N+](=C)=[N-].COC(=O)[C@H](C)NC(OC(C)(C)C)=O.[H-].C([Al+]CC(C)C)C(C)C.C(OC(N[C@H](C=O)C)=O)(C)(C)C.C(=C1C=CC=CC1[PH+](C1C=CC=CC=1)C1C=CC=CC=1)C1C=CC=CC=1.[ClH:79].C(OC([NH:87][C@@H:88]([CH3:97])[CH2:89][CH2:90][C:91]1[CH:96]=[CH:95][CH:94]=[CH:93][CH:92]=1)=O)(C)(C)C>[Pd].O1CCOCC1.CO>[ClH:79].[CH3:97][C@H:88]([NH2:87])[CH2:89][CH2:90][C:91]1[CH:96]=[CH:95][CH:94]=[CH:93][CH:92]=1 |f:3.4,12.13|. Procedure details: (S)-1-Methyl-3-phenylpropanamine hydrochloride was prepared by first esterifying N-(tert-butyloxycarbonyl)-L-alanine with diazomethane, then reducing the resulting N-(tert-butyloxycarbonyl)-L-alanine methyl ester with diisobutylaluminum hydride, then condensing the resulting N-(tert -butyloxycarbonyl)-L-alaninal with benzylidenetriphenylphosphonium ylide, then hydrogenating over palladium catalyst the resulting [S-(E)]-N-(tert-butyloxycarbonyl)-1-methyl-3-phenyl-2-propenamine having m.r. 86°-88°...